From a dataset of the Open Reaction Database (ORD), a public repository of structured organic reaction records. describe an organic reaction: reactants, conditions, products, and yield Reactants: substituted naphthalene, C(C)(=O)Cl (acetyl chloride), [Cl-].[Al+3].[Cl-].[Cl-] (aluminum chloride), [N+](=O)([O-])C1=CC=CC=C1 (nitrobenzene). The product is C(C)(=O)C1=CC2=CC=CC=C2C=C1 (2-acetylnaphthalene). RXN SMILES: [C:1](Cl)(=[O:3])[CH3:2].[Cl-].[Al+3].[Cl-].[Cl-].[N+]([C:12]1[CH:17]=[CH:16][CH:15]=[CH:14][CH:13]=1)([O-])=O>>[C:1]([C:14]1[CH:15]=[CH:16][C:17]2[C:12](=[CH:17][CH:12]=[CH:13][CH:14]=2)[CH:13]=1)(=[O:3])[CH3:2] |f:1.2.3.4|. Reported procedure: The compounds of this invention can be prepared from known starting compounds. For example, one such method by which they can be prepared involves the reaction of a substituted naphthalene with acetyl chloride in nitrobenzene in the presence of about three molar equivalents of aluminum chloride to afford the corresponding 2-acetylnaphthalene derivative. The resulting derivative is heated with morpholine in the presence of sulfur at 150° C; the resulting product is refluxed with concentrated hydr... Starting materials: Cc1ccccc1, CCc1nn(C2CCCC2)c2cc(C(=O)O)ccc12, [Cl-], Nc1ccncc1, CN(C)C=O, O, O=S(Cl)Cl, c1ccncc1. Yields the product CCc1nn(C2CCCC2)c2cc(C(=O)Nc3ccncc3)ccc12. Reaction SMILES: [CH3:32][c:33]1[cH:34][cH:35][cH:36][cH:37][cH:38]1.[CH:5]1([n:10]2[n:11][c:12]([CH2:22][CH3:23])[c:13]3[cH:14][cH:15][c:16]([C:19](=[O:20])[OH:21])[cH:17][c:18]23)[CH2:6][CH2:7][CH2:8][CH2:9]1.[Cl-:24].[NH2:25][c:26]1[cH:27][cH:28][n:29][cH:30][cH:31]1.[O:46]=[CH:47][N:48]([CH3:49])[CH3:50].[OH2:39].[S:1]([Cl:2])([Cl:3])=[O:4].[cH:40]1[cH:41][cH:42][n:43][cH:44][cH:45]1>>[CH:5]1([n:10]2[n:11][c:12]([CH2:22][CH3:23])[c:13]3[cH:14][cH:15][c:16]([C:19](=[O:21])[NH:25][c:26]4[cH:27][cH:28][n:29][cH:30][cH:31]4)[cH:17][c:18]23)[CH2:6][CH2:7][CH2:8][CH2:9]1. The reactants are BrC1=NN(C2=NC(=NC=C21)SC)C (3-Bromo-1-methyl-6-methylsulfanyl-1H -pyrazolo[3,4-d]pyrimidine), C(C)(C)(C)OC(NC1=C(C=C(C=C1)B1OC(C(O1)(C)C)(C)C)F)=O ([2-Fluoro-4-(4,4,5,5-tetramethyl-[1,3,2]dioxaborolan-2-yl)-phenyl]-carbamic acid tert-butyl ester). Product: C(C)(C)(C)OC(NC1=C(C=C(C=C1)C1=NN(C2=NC(=NC=C21)SC)C)F)=O ([2-Fluoro-4-(1-methyl-6-methylsulfanyl-1H-pyrazolo[3,4-d]pyrimidin-3-yl)-phenyl]-carbamic acid tert-butyl ester). RXN SMILES: Br[C:2]1[C:10]2[C:5](=[N:6][C:7]([S:11][CH3:12])=[N:8][CH:9]=2)[N:4]([CH3:13])[N:3]=1.[C:14]([O:18][C:19](=[O:37])[NH:20][C:21]1[CH:26]=[CH:25][C:24](B2OC(C)(C)C(C)(C)O2)=[CH:23][C:22]=1[F:36])([CH3:17])([CH3:16])[CH3:15]>>[C:14]([O:18][C:19](=[O:37])[NH:20][C:21]1[CH:26]=[CH:25][C:24]([C:2]2[C:10]3[C:5](=[N:6][C:7]([S:11][CH3:12])=[N:8][CH:9]=3)[N:4]([CH3:13])[N:3]=2)=[CH:23][C:22]=1[F:36])([CH3:17])([CH3:15])[CH3:16]. Procedure: Following the procedure of Example 15, 3-Bromo-1-methyl-6-methylsulfanyl-1H -pyrazolo[3,4-d]pyrimidine and [2-Fluoro-4-(4,4,5,5-tetramethyl-[1,3,2]dioxaborolan-2-yl)-phenyl]-carbamic acid tert-butyl ester gave the title compound as an off white solid; LC/MS(m/e) at 390.2 (MH+), Rt=2.56 min. The reactants are C(C)OC(NS(=O)(=O)C1=CC2=C(CCN(CC2)C(N(C)C)=O)C=C1)=O ([(3-dimethylcarbamoyl-2,3,4,5-tetrahydro-1H-3-benzazepin-7-yl)sulfonyl]carbamic acid ethyl ester), C1(CCCC1)N (cyclopentylamine). Run in O1CCOCC1 (dioxane). Product: C1(CCCC1)NC(=O)NS(=O)(=O)C1=CC2=C(CCN(CC2)C(N(C)C)=O)C=C1 (1-cyclopentyl-3-[(3-dimethylcarbamoyl-2,3,4,5-tetrahydro-1H-3-benzazepin-7-yl)sulfonyl]urea). As a reaction SMILES: C(O[C:4](=[O:25])[NH:5][S:6]([C:9]1[CH:24]=[CH:23][C:12]2[CH2:13][CH2:14][N:15]([C:18](=[O:22])[N:19]([CH3:21])[CH3:20])[CH2:16][CH2:17][C:11]=2[CH:10]=1)(=[O:8])=[O:7])C.[CH:26]1([NH2:31])[CH2:30][CH2:29][CH2:28][CH2:27]1>O1CCOCC1>[CH:26]1([NH:31][C:4]([NH:5][S:6]([C:9]2[CH:24]=[CH:23][C:12]3[CH2:13][CH2:14][N:15]([C:18](=[O:22])[N:19]([CH3:21])[CH3:20])[CH2:16][CH2:17][C:11]=3[CH:10]=2)(=[O:8])=[O:7])=[O:25])[CH2:30][CH2:29][CH2:28][CH2:27]1. Reported procedure: A solution of 8.0 g. of [(3-dimethylcarbamoyl-2,3,4,5-tetrahydro-1H-3-benzazepin-7-yl)sulfonyl]carbamic acid ethyl ester and 2.4 ml. of cyclopentylamine in 43 ml. of dioxane is heated under reflux for 1 hour and the solution subsequently evaporated in vacuo. Chromatography of the evaporation residue on 400 g. of silica gel with a mixture of 5 parts by volume of methanol and 95 parts by volume of chloroform yields the 1-cyclopentyl-3-[(3-dimethylcarbamoyl-2,3,4,5-tetrahydro-1H-3-benzazepin-7-yl)s... Starting materials: CC(C)N=C=O, O=C(C1CN1S(=O)(=O)c1ccccc1Cl)N1CCN(c2ncccc2C(F)(F)F)CC1, [I-], [Na+]. Product: CC(C)N1C(=O)N(S(=O)(=O)c2ccccc2Cl)CC1C(=O)N1CCN(c2ncccc2C(F)(F)F)CC1. Reaction SMILES: [CH:34]([CH3:35])([CH3:36])[N:37]=[C:38]=[O:39].[Cl:1][c:2]1[c:3]([S:8](=[O:9])(=[O:10])[N:11]2[CH:12]([C:14](=[O:15])[N:16]3[CH2:17][CH2:18][N:19]([c:22]4[n:23][cH:24][cH:25][cH:26][c:27]4[C:28]([F:29])([F:30])[F:31])[CH2:20][CH2:21]3)[CH2:13]2)[cH:4][cH:5][cH:6][cH:7]1.[I-:33].[Na+:32]>>[Cl:1][c:2]1[c:3]([S:8](=[O:9])(=[O:10])[N:11]2[CH2:13][CH:12]([C:14](=[O:15])[N:16]3[CH2:17][CH2:18][N:19]([c:22]4[n:23][cH:24][cH:25][cH:26][c:27]4[C:28]([F:29])([F:30])[F:31])[CH2:20][CH2:21]3)[N:37]([CH:34]([CH3:35])[CH3:36])[C:38]2=[O:39])[cH:4][cH:5][cH:6][cH:7]1. Starting materials: CN(C(=O)OC=1C=NC=CC1N=CN(C)C)C (4-[[(dimethylamino)methylene]amino]-3-pyridinol N,N-dimethylcarbamate), FC(C(=O)O)(F)F (trifluoroacetic acid). Solvent: O (water). The product is FC(C(=O)O)(F)F.CN(C(O)=O)C.NC1=C(C=NC=C1)O (4-Amino-3-pyridinol N,N-dimethylcarbamate trifluoroacetate). As a reaction SMILES: [CH3:1][N:2]([CH3:17])[C:3]([O:5][C:6]1[CH:7]=[N:8][CH:9]=[CH:10][C:11]=1[N:12]=CN(C)C)=[O:4].[F:18][C:19]([F:24])([F:23])[C:20]([OH:22])=[O:21]>O>[F:18][C:19]([F:24])([F:23])[C:20]([OH:22])=[O:21].[CH3:1][N:2]([CH3:17])[C:3](=[O:4])[OH:5].[NH2:12][C:11]1[CH:10]=[CH:9][N:8]=[CH:7][C:6]=1[OH:5] |f:3.4.5|. Reported procedure: A mixture prepared from 4-[[(dimethylamino)methylene]amino]-3-pyridinol N,N-dimethylcarbamate (7.4 g), trifluoroacetic acid (30 mL) and water (15 mL) was refluxed for a half hour. The reaction mixture was concentrated, filtered over a pad of basic alumina (CH2Cl2, 30% ethyl acetate/CH2Cl2, ethyl acetate), recrystallized from methanol/diethyl ether, and dried under high vacuum and refluxing ethanol to yield 4.97 g of microcrystals, m.p. 159°-160° C. Starting materials: O (water), ClC=1N=C2C(=C(C=NC2=CC1)C(=O)OCC)O (ethyl 6-chloro-4-hydroxy[1,5]naphthyridine-3-carboxylate), C([O-])([O-])=O.[K+].[K+] (potassium carbonate), IC (iodomethane). The solvent is CN(C)C=O (DMF). Run at time 5 hour. Yields the product ClC=1N=C2C(C(=CN(C2=CC1)C)C(=O)OCC)=O (Ethyl 6-Chloro-1-methyl-4-oxo-1,4-dihydro[1,5]naphthyridine-3-carboxylate). The yield is 64.6%. Reaction SMILES: [Cl:1][C:2]1[N:3]=[C:4]2[C:9](=[CH:10][CH:11]=1)[N:8]=[CH:7][C:6]([C:12]([O:14][CH2:15][CH3:16])=[O:13])=[C:5]2[OH:17].[C:18](=O)([O-])[O-].[K+].[K+].IC.O>CN(C=O)C>[Cl:1][C:2]1[N:3]=[C:4]2[C:9](=[CH:10][CH:11]=1)[N:8]([CH3:18])[CH:7]=[C:6]([C:12]([O:14][CH2:15][CH3:16])=[O:13])[C:5]2=[O:17] |f:1.2.3|. Procedure: A mixture of ethyl 6-chloro-4-hydroxy[1,5]naphthyridine-3-carboxylate (Preparation 58, 694 mg), potassium carbonate (588 mg), and iodomethane (264 μL) in DMF (15 mL) is stirred at room temperature for 5 hours. The mixture is poured into water (50 mL), and the solution is extracted with CH2Cl2 (3×50 mL). The organic layers are dried (MgSO4) and concentrated. Trituration with ether (50 mL) affords 473 mg (65%) of the title compound as an off-white solid. Physical Characteristics. 1H NMR (DMSO-d6) ...